From a dataset of the Open Reaction Database (ORD), a public repository of structured organic reaction records. describe an organic reaction: reactants, conditions, products, and yield Reactants: C(C1=CC=CC=C1)OCN1C(CN(CCC1)C(=O)OC(C)(C)C)=O (tert-butyl 4-[(benzyloxy)methyl]hexahydro-3-oxo-1H-1,4-diazepine-1-carboxylate), FC(OC1=CC=C(CBr)C=C1)(F)F (4-(trifluoromethoxy)benzylbromide). The product is C(C1=CC=CC=C1)OCN1C(C(N(CCC1)C(=O)OC(C)(C)C)CC1=CC=C(C=C1)OC(F)(F)F)=O (tert-Butyl 4-[(Benzyloxy)methyl]hexahydro-3-oxo-2-[4-(trifluoromethoxy)benzyl]-1H-1,4-diazepine-1-carboxylate). Reaction SMILES: [CH2:1]([O:8][CH2:9][N:10]1[CH2:16][CH2:15][CH2:14][N:13]([C:17]([O:19][C:20]([CH3:23])([CH3:22])[CH3:21])=[O:18])[CH2:12][C:11]1=[O:24])[C:2]1[CH:7]=[CH:6][CH:5]=[CH:4][CH:3]=1.[F:25][C:26]([F:37])([F:36])[O:27][C:28]1[CH:35]=[CH:34][C:31]([CH2:32]Br)=[CH:30][CH:29]=1>>[CH2:1]([O:8][CH2:9][N:10]1[CH2:16][CH2:15][CH2:14][N:13]([C:17]([O:19][C:20]([CH3:21])([CH3:23])[CH3:22])=[O:18])[CH:12]([CH2:32][C:31]2[CH:34]=[CH:35][C:28]([O:27][C:26]([F:25])([F:36])[F:37])=[CH:29][CH:30]=2)[C:11]1=[O:24])[C:2]1[CH:3]=[CH:4][CH:5]=[CH:6][CH:7]=1. Procedure details: The title compound was prepared from tert-butyl 4-[(benzyloxy)methyl]hexahydro-3-oxo-1H-1,4-diazepine-1-carboxylate and 4-(trifluoromethoxy)benzylbromide essentially following the procedure described in Example 3, Step 1. Reactants: C, CCCNC(=O)ON=C1CN(c2ccccc2)c2ccccc2N(COC)C1=O, CO, Cl, C1COCCO1, [Pd]. The product is COCN1C(=O)C(N)CN(c2ccccc2)c2ccccc21, Cl. RXN SMILES: [C:39].[CH3:1][O:2][CH2:3][N:4]1[C:5](=[O:29])[C:6](=[N:21][O:22][C:23]([NH:24][CH2:25][CH2:26][CH3:27])=[O:28])[CH2:7][N:8]([c:15]2[cH:16][cH:17][cH:18][cH:19][cH:20]2)[c:9]2[c:10]1[cH:11][cH:12][cH:13][cH:14]2.[CH3:37][OH:38].[ClH:36].[O:30]1[CH2:31][CH2:32][O:33][CH2:34][CH2:35]1.[Pd:40]>>[CH3:1][O:2][CH2:3][N:4]1[C:5](=[O:29])[CH:6]([NH2:21])[CH2:7][N:8]([c:15]2[cH:16][cH:17][cH:18][cH:19][cH:20]2)[c:9]2[c:10]1[cH:11][cH:12][cH:13][cH:14]2.[ClH:36]. Starting materials: N (ammonia), CNCCNC (N,N′-dimethylethylenediamine), C(C=C)N1NC2=NC(=NC=C2C1=O)SC (2-allyl-6-(methylthio)-1,2-dihydro-3H-pyrazolo[3,4-d]pyrimidin-3-one), IC1=NC=CC=C1 (2-iodopyridine), C([O-])([O-])=O.[K+].[K+] (potassium carbonate). The reagents and catalysts are [Cu]I (copper(I) iodide). Run in O1CCOCC1 (1,4-dioxane). Run at temperature 95 celsius, time 8 hour. Yields the product C(C=C)N1N(C2=NC(=NC=C2C1=O)SC)C1=NC=CC=C1 (2-allyl-6-(methylthio)-1-pyridin-2-yl-3H-pyrazolo[3,4-d]pyrimidin-3-one). The yield is 86.1%. Reaction SMILES: CNCCNC.[CH2:7]([N:10]1[C:18](=[O:19])[C:17]2[C:12](=[N:13][C:14]([S:20][CH3:21])=[N:15][CH:16]=2)[NH:11]1)[CH:8]=[CH2:9].I[C:23]1[CH:28]=[CH:27][CH:26]=[CH:25][N:24]=1.C(=O)([O-])[O-].[K+].[K+].N>[Cu]I.O1CCOCC1>[CH2:7]([N:10]1[C:18](=[O:19])[C:17]2[C:12](=[N:13][C:14]([S:20][CH3:21])=[N:15][CH:16]=2)[N:11]1[C:23]1[CH:28]=[CH:27][CH:26]=[CH:25][N:24]=1)[CH:8]=[CH2:9] |f:3.4.5|. Procedure: 2.4 mL of N,N′-dimethylethylenediamine was added to 1,4-dioxane (50 mL) solution of 4.44 g of 2-allyl-6-(methylthio)-1,2-dihydro-3H-pyrazolo[3,4-d]pyrimidin-3-one, 3.80 g of copper(I) iodide, 5.33 g of 2-iodopyridine and 3.80 g of potassium carbonate, and stirred overnight at 95° C. The reaction liquid was cooled, aqueous ammonia was added thereto and extracted with ethyl acetate, washed with saturated saline water and dried with anhydrous magnesium sulfate. The solvent was evaporated away under... As a reaction SMILES: [OH:1][CH:2]([C:5]1[N:6]=[C:7]([NH:10][C:11]([O:13][CH2:14][C:15]([Cl:18])([Cl:17])[Cl:16])=[O:12])[S:8][CH:9]=1)[C:3]#[N:4].N1C=CC=CC=1.[C:25](OC(=O)C)(=[O:27])[CH3:26].CCOCC>O>[C:25]([O:1][CH:2]([C:5]1[N:6]=[C:7]([NH:10][C:11]([O:13][CH2:14][C:15]([Cl:17])([Cl:18])[Cl:16])=[O:12])[S:8][CH:9]=1)[C:3]#[N:4])(=[O:27])[CH3:26]. Reaction conditions: time 1 hour. Starting materials: OC(C#N)C=1N=C(SC1)NC(=O)OCC(Cl)(Cl)Cl (α-hydroxy-[2-(β,β,β-trichloroethoxycarbonyl)aminothiazol-4-yl]acetonitrile), N1=CC=CC=C1 (pyridine), C(C)(=O)OC(C)=O (acetic anhydride), CCOCC (ether). Procedure: To a solution of 1.10 g. of α-hydroxy-[2-(β,β,β-trichloroethoxycarbonyl)aminothiazol-4-yl]acetonitrile in 1 ml. of pyridine is added 2.5 ml. of acetic anhydride under ice-cooling and the mixture is stirred for 1 hour. To the mixture is added ether and water and the organic layer is washed with aq. NaHCO3 and further water in this order. Evaporation of ether gives α-acetoxy-[2-(β,β,β-trichloroethoxycarbonyl)aminothiazol-4-yl]acetonitrile. 1.3 g. Run in O (water). The product is C(C)(=O)OC(C#N)C=1N=C(SC1)NC(=O)OCC(Cl)(Cl)Cl (α-acetoxy-[2-(β,β,β-trichloroethoxycarbonyl)aminothiazol-4-yl]acetonitrile). The reactants are CCOCC, CO, CCCCc1cc(C(=O)O)ccc1OCCCNc1cnn(C(C)C)c(=O)c1Cl, N, C1CCOC1, O=S(Cl)Cl. Yields the product CCCCc1cc(C(N)=O)ccc1OCCCNc1cnn(C(C)C)c(=O)c1Cl. Reaction SMILES: [CH2:35]([O:36][CH2:37][CH3:38])[CH3:39].[CH3:40][OH:41].[Cl:1][c:2]1[c:3](=[O:29])[n:4]([CH:26]([CH3:27])[CH3:28])[n:5][cH:6][c:7]1[NH:8][CH2:9][CH2:10][CH2:11][O:12][c:13]1[c:14]([CH2:22][CH2:23][CH2:24][CH3:25])[cH:15][c:16]([C:19](=[O:20])[OH:21])[cH:17][cH:18]1.[NH3:34].[O:42]1[CH2:43][CH2:44][CH2:45][CH2:46]1.[S:30]([Cl:31])([Cl:32])=[O:33]>>[Cl:1][c:2]1[c:3](=[O:29])[n:4]([CH:26]([CH3:27])[CH3:28])[n:5][cH:6][c:7]1[NH:8][CH2:9][CH2:10][CH2:11][O:12][c:13]1[c:14]([CH2:22][CH2:23][CH2:24][CH3:25])[cH:15][c:16]([C:19](=[O:20])[NH2:34])[cH:17][cH:18]1. The reactants are N#Cc1ccc(Nc2cncnc2)cc1, Fc1ccc(CBr)c(F)c1F. Yields the product N#Cc1ccc(N(Cc2ccc(F)c(F)c2F)c2cncnc2)cc1. Reaction SMILES: [C:1](#[N:2])[c:3]1[cH:4][cH:5][c:6]([NH:9][c:10]2[cH:11][n:12][cH:13][n:14][cH:15]2)[cH:7][cH:8]1.[F:16][c:17]1[c:18]([CH2:19][Br:20])[cH:21][cH:22][c:23]([F:26])[c:24]1[F:25]>>[C:1](#[N:2])[c:3]1[cH:4][cH:5][c:6]([N:9]([c:10]2[cH:11][n:12][cH:13][n:14][cH:15]2)[CH2:19][c:18]2[c:17]([F:16])[c:24]([F:25])[c:23]([F:26])[cH:22][cH:21]2)[cH:7][cH:8]1. The reactants are FC(C=1C=C(C=C(C1)C(F)(F)F)Br)(F)F (3,5-bis(trifluoromethyl)phenyl bromide), OC1CNCC1 (3-hydroxypyrrolidine), CC(C)([O-])C.[Na+] (sodium tert-butoxide), O (water). The reagents and catalysts are C=1C=CC(=CC1)/C=C/C(=O)/C=C/C2=CC=CC=C2.C=1C=CC(=CC1)/C=C/C(=O)/C=C/C2=CC=CC=C2.C=1C=CC(=CC1)/C=C/C(=O)/C=C/C2=CC=CC=C2.[Pd].[Pd] (tris(dibenzylideneacetone)dipalladium(0)), C1(=CC=CC=C1)P(C1=C(C2=CC=CC=C2C=C1)C1=C(C=CC2=CC=CC=C12)P(C1=CC=CC=C1)C1=CC=CC=C1)C1=CC=CC=C1 ((±)-2,2′-bis(diphenylphosphino)-1,1′-binaphthyl). The solvent is C1(=CC=CC=C1)C (toluene). Product: FC(C=1C=C(C=C(C1)C(F)(F)F)N1CC(CC1)O)(F)F (1-[3,5-bis(trifluoromethyl)phenyl]pyrrolidin-3-ol). Isolated yield 61.3%. RXN SMILES: [F:1][C:2]([F:15])([F:14])[C:3]1[CH:4]=[C:5](Br)[CH:6]=[C:7]([C:9]([F:12])([F:11])[F:10])[CH:8]=1.[OH:16][CH:17]1[CH2:21][CH2:20][NH:19][CH2:18]1.CC(C)([O-])C.[Na+].O>C1(C)C=CC=CC=1.C1C=CC(/C=C/C(/C=C/C2C=CC=CC=2)=O)=CC=1.C1C=CC(/C=C/C(/C=C/C2C=CC=CC=2)=O)=CC=1.C1C=CC(/C=C/C(/C=C/C2C=CC=CC=2)=O)=CC=1.[Pd].[Pd].C1(P(C2C=CC=CC=2)C2C=CC3C(=CC=CC=3)C=2C2C3C(=CC=CC=3)C=CC=2P(C2C=CC=CC=2)C2C=CC=CC=2)C=CC=CC=1>[F:1][C:2]([F:15])([F:14])[C:3]1[CH:4]=[C:5]([N:19]2[CH2:20][CH2:21][CH:17]([OH:16])[CH2:18]2)[CH:6]=[C:7]([C:9]([F:12])([F:11])[F:10])[CH:8]=1 |f:2.3,6.7.8.9.10|. Reported procedure: A solution of 3,5-bis(trifluoromethyl)phenyl bromide (21.1 g), 3-hydroxypyrrolidine (6.53 g), tris(dibenzylideneacetone)dipalladium(0) (1.47 g), (±)-2,2′-bis(diphenylphosphino)-1,1′-binaphthyl (1.99 g) and sodium tert-butoxide (10.6 g) in toluene (140 ml) was stirred under an argon gas atmosphere at 100° C. for 18 hr. After cooling to room temperature, water was added to the reaction mixture, and the mixture was extracted with ethyl acetate. The organic layer was washed with saturated brine, dri... The reactants are CN(C)C=O, O=C1CCC(=O)N1I, [Na+], [Na+], O=S([O-])([O-])=S, c1ccc2cc(-c3n[nH]c4sccc34)ccc2c1. Yields the product Ic1cc2c(-c3ccc4ccccc4c3)n[nH]c2s1. Reaction SMILES: [CH3:34][N:35]([CH3:36])[CH:37]=[O:38].[I:19][N:20]1[C:21](=[O:22])[CH2:23][CH2:24][C:25]1=[O:26].[Na+:32].[Na+:33].[S:27]([O-:28])([O-:29])(=[O:30])=[S:31].[cH:1]1[c:2](-[c:11]2[c:12]3[c:13]([nH:14][n:15]2)[s:16][cH:17][cH:18]3)[cH:3][cH:4][c:5]2[cH:6][cH:7][cH:8][cH:9][c:10]12>>[cH:1]1[c:2](-[c:11]2[c:12]3[c:13]([nH:14][n:15]2)[s:16][c:17]([I:19])[cH:18]3)[cH:3][cH:4][c:5]2[cH:6][cH:7][cH:8][cH:9][c:10]12. Reactants: C1(CCCC2=CC=CC=C12)O (1,2,3,4-tetrahydro-1-naphthol), N(=NC(=O)OC(C)C)C(=O)OC(C)C (diisopropyl azodicarboxylate), N1C=NC(=C1)C(=O)OC (methyl 4-imidazolecarboxylate), C1(=CC=CC=C1)P(C1=CC=CC=C1)C1=CC=CC=C1 (triphenylphosphine). The solvent is C1CCOC1 (THF), C(C)(=O)OCC (ethyl acetate). Conditions: time 16 hour. Yields the product COC(=O)C=1N(C=NC1)C1CCCC2=CC=CC=C12 (3-(1,2,3,4-tetrahydro-naphthalen-1-yl)-3H-imidazole-4-carboxylic acid methyl ester). Reaction SMILES: [CH:1]1(O)[C:10]2[C:5](=[CH:6][CH:7]=[CH:8][CH:9]=2)[CH2:4][CH2:3][CH2:2]1.[NH:12]1[CH:16]=[C:15]([C:17]([O:19][CH3:20])=[O:18])[N:14]=[CH:13]1.C1(P(C2C=CC=CC=2)C2C=CC=CC=2)C=CC=CC=1.N(C(OC(C)C)=O)=NC(OC(C)C)=O>C1COCC1.C(OCC)(=O)C>[CH3:20][O:19][C:17]([C:15]1[N:14]([CH:1]2[C:10]3[C:5](=[CH:6][CH:7]=[CH:8][CH:9]=3)[CH2:4][CH2:3][CH2:2]2)[CH:13]=[N:12][CH:16]=1)=[O:18]. Reported procedure: To a solution of 1,2,3,4-tetrahydro-1-naphthol (CAS#529-33-9, 1.00 g, 6.74 mmol), which can be prepared as described in Ollivier, R.; et al. Journal of Medicinal Chemistry, 1997, 40, 952-960, in THF (60 mL), at 0° C. is added methyl 4-imidazolecarboxylate (CAS#17325-26-7, 0.85 g, 6.74 mmol) and triphenylphosphine, followed by diisopropyl azodicarboxylate (1.36 g, 6.74 mmol). The cooling bath is then removed. After 16 hours, the solvent is evaporated in vacuo and the residue is purified by silica... The reactants are C(C1=CC=CC=C1)O[C@H]1[C@H]([C@H]2N=C(S[C@H]2O[C@@H]1[C@@](C(F)(F)F)(C)O)N(C(OC(C)(C)C)=O)C)F (tert-butyl ((3aR,5S,6R,7S,7aR)-6-(benzyloxy)-7-fluoro-5-((R)-1,1,1-trifluoro-2-hydroxypropan-2-yl)-5,6,7,7a-tetrahydro-3aH-pyrano[3,2-d]thiazol-2-yl)(methyl)carbamate), [Si](C)(C)(C)C(F)(F)F (TMSCF3), B(Cl)(Cl)Cl (BCl3). Run in C(Cl)Cl (DCM). Reaction conditions: time 4 hour. Product: F[C@@H]1[C@@H]([C@H](O[C@H]2[C@@H]1N=C(S2)NC)[C@@](C(F)(F)F)(C)O)O ((3aR,5S,6R,7S,7aR)-7-fluoro-2-(methylamino)-5-((R)-1,1,1-trifluoro-2-hydroxypropan-2-yl)-5,6,7,7a-tetrahydro-3aH-pyrano[3,2-d]thiazol-6-ol). Isolated yield 77.0%. RXN SMILES: C([O:8][C@@H:9]1[C@@H:17]([C@:18]([OH:24])([CH3:23])[C:19]([F:22])([F:21])[F:20])[O:16][C@H:15]2[C@H:11]([N:12]=[C:13]([N:25](C)[C:26](=O)OC(C)(C)C)[S:14]2)[C@@H:10]1[F:34])C1C=CC=CC=1.[Si](C(F)(F)F)(C)(C)C.B(Cl)(Cl)Cl>C(Cl)Cl>[F:34][C@H:10]1[C@H:11]2[N:12]=[C:13]([NH:25][CH3:26])[S:14][C@H:15]2[O:16][C@H:17]([C@:18]([OH:24])([CH3:23])[C:19]([F:22])([F:21])[F:20])[C@H:9]1[OH:8]. Procedure details: To a solution of tert-butyl ((3aR,5S,6R,7S,7aR)-6-(benzyloxy)-7-fluoro-5-((R)-1,1,1-trifluoro-2-hydroxypropan-2-yl)-5,6,7,7a-tetrahydro-3aH-pyrano[3,2-d]thiazol-2-yl)(methyl)carbamate (major isomer from the TMSCF3 addition step) (0.18 g, 0.35 mmol) and PMB (0.15 g, 1.0 mmol) in dry DCM (5 mL) at −78° C. under N2, was added BCl3 (1.0 M in DCM, 2.0 mL, 2.0 mmol). The mixture was stirred for ˜4 h while the temperature of the cooling bath slowly warmed to room temperature. The reaction mixture was c...